This data is from the Open Reaction Database (ORD), a public repository of structured organic reaction records. The task is: describe an organic reaction: reactants, conditions, products, and yield Reported procedure: E-8-(4-Acetoxy-3-methoxybenzylidene)-5,6,7,8-tetrahydro-4-methylquinoline, HCl (from Example 1) (1.3 g) was dissolved in 2N HCl (20 ml) and heated at 90° C. for 4 hours. The resulting red solid was removed by filtration, washed with a small amount of ether and finally dried to give the title compound as the hydrochloride salt (1.15 g) m.p. 285°-287° C. Run in Cl (HCl). The product is OC1=C(C=C(\C=C\2/CCCC=3C(=CC=NC23)C)C=C1)OC (E-5,6,7,8-Tetrahydro-8-[4-hydroxy-3-methoxybenzylidene]-4-methylquinoline), hydrochloride salt. RXN SMILES: C([O:4][C:5]1[CH:22]=[CH:21][C:8](/[CH:9]=[C:10]2\[CH2:11][CH2:12][CH2:13][C:14]3[C:15]([CH3:20])=[CH:16][CH:17]=[N:18][C:19]\2=3)=[CH:7][C:6]=1[O:23][CH3:24])(=O)C>Cl>[OH:4][C:5]1[CH:22]=[CH:21][C:8](/[CH:9]=[C:10]2\[CH2:11][CH2:12][CH2:13][C:14]3[C:15]([CH3:20])=[CH:16][CH:17]=[N:18][C:19]\2=3)=[CH:7][C:6]=1[O:23][CH3:24]. Starting materials: C(C)(=O)OC1=C(C=C(\C=C\2/CCCC=3C(=CC=NC23)C)C=C1)OC (E-8-(4-Acetoxy-3-methoxybenzylidene)-5,6,7,8-tetrahydro-4-methylquinoline). Reaction conditions: temperature 90 celsius. Starting materials: BrC=1C=C(C=CC1)C(=O)N=C=S (3-bromo-1-benzenecarbonyl isothiocyanate), BrC=1C=C(C=CC1)C(=O)Cl (3-bromo-1-benzenecarbonyl chloride), COC=1C=C2C(=CC=NC2=CC1OC)OC1=CC(=C(N)C=C1)F (4-[(6,7-Dimethoxy-4-quinolyl)oxy]-2-fluoroaniline). Solvent: C(C)O (ethanol), C(C)O (ethanol), C1(=CC=CC=C1)C (toluene). Reaction conditions: time 2 hour. The product is BrC=1C=C(C=CC1)C(=O)N=C=S (3-Bromo-1-benzenecarbonyl isothiocyanate), BrC=1C=C(C(=O)NC(=S)NC2=C(C=C(C=C2)OC2=CC=NC3=CC(=C(C=C23)OC)OC)F)C=CC1 (N-(3-Bromobenzoyl)-N′-{4-[(6,7-dimethoxy-4-quinolyl)oxy]-2-fluorophenyl}thiourea). Isolated yield 96.0%. As a reaction SMILES: BrC1C=C(C(Cl)=O)C=CC=1.[CH3:11][O:12][C:13]1[CH:14]=[C:15]2[C:20](=[CH:21][C:22]=1[O:23][CH3:24])[N:19]=[CH:18][CH:17]=[C:16]2[O:25][C:26]1[CH:32]=[CH:31][C:29]([NH2:30])=[C:28]([F:33])[CH:27]=1.[Br:34][C:35]1[CH:36]=[C:37]([C:41]([N:43]=[C:44]=[S:45])=[O:42])[CH:38]=[CH:39][CH:40]=1>C1(C)C=CC=CC=1.C(O)C>[Br:34][C:35]1[CH:36]=[C:37]([C:41]([N:43]=[C:44]=[S:45])=[O:42])[CH:38]=[CH:39][CH:40]=1.[Br:34][C:35]1[CH:36]=[C:37]([CH:38]=[CH:39][CH:40]=1)[C:41]([NH:43][C:44]([NH:30][C:29]1[CH:31]=[CH:32][C:26]([O:25][C:16]2[C:15]3[C:20](=[CH:21][C:22]([O:23][CH3:24])=[C:13]([O:12][CH3:11])[CH:14]=3)[N:19]=[CH:18][CH:17]=2)=[CH:27][C:28]=1[F:33])=[S:45])=[O:42]. Reported procedure: 3-Bromo-1-benzenecarbonyl isothiocyanate was prepared using commercially available 3-bromo-1-benzenecarbonyl chloride (80 mg) as a starting compound according to the description of the literature. 4-[(6,7-Dimethoxy-4-quinolyl)oxy]-2-fluoroaniline (50 mg) was dissolved in toluene (5 ml) and ethanol (1 ml) to prepare a solution. A solution of 3-bromo-1-benzenecarbonyl isothiocyanate in ethanol (1 ml) was then added to the solution, and the mixture was stirred at room temperature for 2 hr. The reac... Reactants: OCCSC=1SC(=C(N1)C1=CC=C(C=C1)OC)C1=CC=C(C=C1)OC (2-(2-hydroxyethylthio)-4,5-bis-(p-methoxyphenyl)-thiazole), ClC1=CC(=CC=C1)C(=O)OO (m-chloroperbenzoic acid). The solvent is C(Cl)Cl (methylene chloride). Yields the product OCCS(=O)C=1SC(=C(N1)C1=CC=C(C=C1)OC)C1=CC=C(C=C1)OC (2-(2-hydroxyethanesulphinyl)-4,5-bis-(p-methoxyphenyl)-thiazole). As a reaction SMILES: [OH:1][CH2:2][CH2:3][S:4][C:5]1[S:6][C:7]([C:18]2[CH:23]=[CH:22][C:21]([O:24][CH3:25])=[CH:20][CH:19]=2)=[C:8]([C:10]2[CH:15]=[CH:14][C:13]([O:16][CH3:17])=[CH:12][CH:11]=2)[N:9]=1.ClC1C=CC=C(C(OO)=[O:34])C=1>C(Cl)Cl>[OH:1][CH2:2][CH2:3][S:4]([C:5]1[S:6][C:7]([C:18]2[CH:19]=[CH:20][C:21]([O:24][CH3:25])=[CH:22][CH:23]=2)=[C:8]([C:10]2[CH:11]=[CH:12][C:13]([O:16][CH3:17])=[CH:14][CH:15]=2)[N:9]=1)=[O:34]. Reported procedure: 5.0 g of 2-(2-hydroxyethylthio)-4,5-bis-(p-methoxyphenyl)-thiazole are dissolved in 100 ml of methylene chloride and, while stirring, 2.56 g of m-chloroperbenzoic acid are added in portions. The mixture is then stirred for 15 minutes and subsequently extracted by shaking twice with dilute sodium carbonate solution. The aqueous phase is then washed with methylene chloride. The organic phases are combined, dried over magnesium sulphate and concentrated to dryness by evaporation. The crude product ... Reactants: N(C1=CC=CC=C1)C1=NC2=CC=C(C=C2N=C1)O (2-anilino-6-quinoxalinol), O[C@@H]1COCC1 ((S)-(+)-3-hydroxytetrahydrofuran), C1(=CC=CC=C1)P(C1=CC=CC=C1)C1=CC=CC=C1 (triphenylphosphine), CCOC(=O)/N=N/C(=O)OCC (DEAD), product. The solvent is C1CCOC1 (THF). Run at time 1.5 hour. Product: C1(=CC=CC=C1)NC1=NC2=CC=C(C=C2N=C1)O[C@H]1COCC1 (Phenyl-[6-(tetrahydrofuran-3-(R)-yl-oxy)quinoxalin-2-yl]amine). As a reaction SMILES: [NH:1]([C:8]1[CH:17]=[N:16][C:15]2[C:10](=[CH:11][CH:12]=[C:13]([OH:18])[CH:14]=2)[N:9]=1)[C:2]1[CH:7]=[CH:6][CH:5]=[CH:4][CH:3]=1.O[C@H:20]1[CH2:24][CH2:23][O:22][CH2:21]1.C1(P(C2C=CC=CC=2)C2C=CC=CC=2)C=CC=CC=1.CCOC(/N=N/C(OCC)=O)=O>C1COCC1>[C:2]1([NH:1][C:8]2[CH:17]=[N:16][C:15]3[C:10](=[CH:11][CH:12]=[C:13]([O:18][C@@H:20]4[CH2:24][CH2:23][O:22][CH2:21]4)[CH:14]=3)[N:9]=2)[CH:3]=[CH:4][CH:5]=[CH:6][CH:7]=1. Procedure: To a THF solution at 0° C. under argon is added 2-anilino-6-quinoxalinol (0.23 g, 0.97 mmol), (S)-(+)-3-hydroxytetrahydrofuran (0.086 mL, 1.3 mmol), and triphenylphosphine (0.31 g, 1.2 mmol). DEAD (0.18 mL, 1.2 mmol) is added portionwise. The reaction is allowed to warm to room temperature and stirred for 1.5 hours. The mixture is concentrated and partitioned between EtOAc and H2O. The organic layer is washed with H2O, brine, dried (MgSO4), and concentrated. The resulting yellow oil is chromatog...